Dataset: the Open Reaction Database (ORD), a public repository of structured organic reaction records. Task: describe an organic reaction: reactants, conditions, products, and yield Starting materials: CC(=O)O, C=O, COc1cc2c(Oc3ccc(NC(=S)NC(=O)Cc4ccccc4)cc3F)ncnc2cc1OCC1CC2CNCC2C1, [Na+], O=C([O-])O, O. Yields the product COc1cc2c(Oc3ccc(NC(=S)NC(=O)Cc4ccccc4)cc3F)ncnc2cc1OCC1CC2CN(C)CC2C1. As a reaction SMILES: [C:52]([OH:53])(=[O:54])[CH3:55].[CH2:44]=[O:45].[F:1][c:2]1[cH:3][c:4]([NH:31][C:32](=[S:33])[NH:34][C:35]([CH2:36][c:37]2[cH:38][cH:39][cH:40][cH:41][cH:42]2)=[O:43])[cH:5][cH:6][c:7]1[O:8][c:9]1[n:10][cH:11][n:12][c:13]2[cH:14][c:15]([O:21][CH2:22][CH:23]3[CH2:24][CH:25]4[CH:26]([CH2:27][NH:28][CH2:29]4)[CH2:30]3)[c:16]([O:19][CH3:20])[cH:17][c:18]12.[Na+:50].[O-:46][C:47]([OH:48])=[O:49].[OH2:51]>>[F:1][c:2]1[cH:3][c:4]([NH:31][C:32](=[S:33])[NH:34][C:35]([CH2:36][c:37]2[cH:38][cH:39][cH:40][cH:41][cH:42]2)=[O:43])[cH:5][cH:6][c:7]1[O:8][c:9]1[n:10][cH:11][n:12][c:13]2[cH:14][c:15]([O:21][CH2:22][CH:23]3[CH2:24][CH:25]4[CH:26]([CH2:27][N:28]([CH3:47])[CH2:29]4)[CH2:30]3)[c:16]([O:19][CH3:20])[cH:17][c:18]12. The reactants are C(=O)([O-])[O-].[Na+].[Na+] (Na2CO3), C(#N)N=C(NC1CCN(CC1)CC1OC2=C(CC1)C=CC=C2)NCC(OC)OC (N"-cyano-N-[1-[(3,4-dihydro-2H-1-benzopyran-2-yl)methyl]-4-piperidinyl]-N'-(2,2-dimethoxyethyl) guanidine), Cl (HCl), Ice water. The solvent is C1CCOC1 (THF). Product: O1C(CCC2=C1C=CC=C2)CN2CCC(CC2)N2C(=NC=C2)NC#N ([1-[1-[(3,4-dihydro-2H-1-benzopyran-2-yl)methyl]-4-piperidinyl]-1H-imidazol-2-yl]cyanamide). Yield: 33.9%. Reaction SMILES: [C:1]([N:3]=[C:4]([NH:23][CH2:24][CH:25](OC)OC)[NH:5][CH:6]1[CH2:11][CH2:10][N:9]([CH2:12][CH:13]2[CH2:18][CH2:17][C:16]3[CH:19]=[CH:20][CH:21]=[CH:22][C:15]=3[O:14]2)[CH2:8][CH2:7]1)#[N:2].Cl.C([O-])([O-])=O.[Na+].[Na+]>C1COCC1>[O:14]1[C:15]2[CH:22]=[CH:21][CH:20]=[CH:19][C:16]=2[CH2:17][CH2:18][CH:13]1[CH2:12][N:9]1[CH2:10][CH2:11][CH:6]([N:5]2[CH:25]=[CH:24][N:23]=[C:4]2[NH:3][C:1]#[N:2])[CH2:7][CH2:8]1 |f:2.3.4|. Procedure: A mixture of N"-cyano-N-[1-[(3,4-dihydro-2H-1-benzopyran-2-yl)methyl]-4-piperidinyl]-N'-(2,2-dimethoxyethyl) guanidine (0.0153 mol) and HCl (0.5N, 46 ml) in THF (160 ml) was stirred and refluxed for 100 minutes. Ice-water was added. Na2CO3 was added portionwise to obtain a clear separation. The organic layer was separated, DCM was added, the whole was washed with water, dried, filtered and the solvent was evaporated. The residue was separated and purified by column chromatography over silica gel... The reactants are C1CCC2=NCCCN2CC1 (DBU), NCC1=C(C=C(C=C1)CCN)F (2-[4-(Aminomethyl)-3-fluorophenyl]ethylamine), CS(=O)(=O)Cl (methanesulfonyl chloride). The product is final title compound, FC1=C(C=CC(=C1)CCNS(=O)(=O)C)CNS(=O)(=O)C ([(2-fluoro-4-{2-[(methylsulfonyl)amino]ethyl}phenyl)methyl](methylsulfonyl)amine). Yield: 37.0%. Reaction SMILES: [NH2:1][CH2:2][C:3]1[CH:8]=[CH:7][C:6]([CH2:9][CH2:10][NH2:11])=[CH:5][C:4]=1[F:12].[CH3:13][S:14](Cl)(=[O:16])=[O:15].C1CCN2C(=NCCC2)CC1>>[F:12][C:4]1[CH:5]=[C:6]([CH2:9][CH2:10][NH:11][S:14]([CH3:13])(=[O:16])=[O:15])[CH:7]=[CH:8][C:3]=1[CH2:2][NH:1][S:14]([CH3:13])(=[O:16])=[O:15]. Procedure details: 2-[4-(Aminomethyl)-3-fluorophenyl]ethylamine (0.3 g, 1.25 mmol) was combined with methanesulfonyl chloride (0.2 mL, 2.75 mmol), and DBU (1 mL, 3.12 mmol) in a manner analogous to the procedure described in example 2 to provide the final title compound, [(2-fluoro-4-{2-[(methylsulfonyl)amino]ethyl}phenyl)methyl](methylsulfonyl)amine, (0.15 g, 37%) as a white crystalline solid. Electron spray M.S. 323 (M*−H). Analysis for C11H17FN2O4S2: Reactants: BrC1=NN=C2N1CCN(C2=O)C(=O)OC(C)(C)C (tert-butyl 3-bromo-8-oxo-5,6-dihydro-[1,2,4]triazolo[4,3-a]pyrazine-7(8H)-carboxylate), C(=O)(C(F)(F)F)O (TFA). Solvent: C(Cl)Cl (DCM). Conditions: time 30 minute. Yields the product BrC1=NN=C2N1CCNC2=O (3-bromo-6,7-dihydro-[1,2,4]triazolo[4,3-a]pyrazin-8(5H)-one). Yield: 86.2%. RXN SMILES: [Br:1][C:2]1[N:6]2[CH2:7][CH2:8][N:9](C(OC(C)(C)C)=O)[C:10](=[O:11])[C:5]2=[N:4][N:3]=1.C(O)(C(F)(F)F)=O>C(Cl)Cl>[Br:1][C:2]1[N:6]2[CH2:7][CH2:8][NH:9][C:10](=[O:11])[C:5]2=[N:4][N:3]=1. Procedure: To a solution of tert-butyl 3-bromo-8-oxo-5,6-dihydro-[1,2,4]triazolo[4,3-a]pyrazine-7(8H)-carboxylate (663 mg, 2.1 mmol) in DCM (21 mL) was added TFA (4.2 mL, 55 mmol). After 30 minutes, the reaction was concentrated and the residue was diluted with EtOAc, sonicated, and filtered to provide the desired product as a white solid (393 mg, 87%). MS (ESI): mass calcd. for C5H5BrN4O, 216.0; m/z found, 217.0 [M+H]+. The product is C1(=CC=CC=C1)C(=NN1N=CN=C1)CC1=CC=CC=C1 (N-[Phenyl-(phenylmethyl)methylene]-1H-1,2,4-triazol-1-amine). The reactants are O (water), NN1N=CN=C1 (1-amino-1H-1,2,4-triazole), C1(=CC=CC=C1)C(=O)CC1=CC=CC=C1 (deoxybenzoin), C1(=CC=C(C=C1)S(=O)(=O)O)C (p-toluenesulfonic acid). Solvent: C1=CC=CC=C1 (benzene), CCOCC (ether). Reaction SMILES: [NH2:1][N:2]1[CH:6]=[N:5][CH:4]=[N:3]1.[C:7]1([C:13]([CH2:15][C:16]2[CH:21]=[CH:20][CH:19]=[CH:18][CH:17]=2)=O)[CH:12]=[CH:11][CH:10]=[CH:9][CH:8]=1.C1(C)C=CC(S(O)(=O)=O)=CC=1.O>C1C=CC=CC=1.CCOCC>[C:7]1([C:13]([CH2:15][C:16]2[CH:17]=[CH:18][CH:19]=[CH:20][CH:21]=2)=[N:1][N:2]2[CH:6]=[N:5][CH:4]=[N:3]2)[CH:12]=[CH:11][CH:10]=[CH:9][CH:8]=1. Procedure: A solution of 5.7 g (50.8 mmol) of 75% pure 1-amino-1H-1,2,4-triazole, 5.0 g (25.5 mmol) of deoxybenzoin and 0.6 g p-toluenesulfonic acid in 150 mL of benzene was heated at reflux with azeotropic removal of water for 7 days. Solvent was stripped and the residue was diluted with ether, which was washed with saturated aqueous Na2CO3, water and brine. Drying (MgSO4) and removal of solvent gave an off-white solid which was recrystallized from hexane affording 3.23 g of the desired product, m.p. 78°-...